Dataset: the Open Reaction Database (ORD), a public repository of structured organic reaction records. Task: describe an organic reaction: reactants, conditions, products, and yield Reactants: ClC=1C(=NC=NC1Cl)N (5,6-dichloropyrimidin-4-amine), NCC1CCN(CC1)C(=O)OC(C)(C)C (tert-butyl 4-(aminomethyl)piperidine-1-carboxylate), FC1=C(C=CC(=C1F)OC1=CC=CC=C1)B(O)O ((2,3-difluoro-4-phenoxyphenyl)boronic acid), C(C=C)(=O)Cl (acryloyl chloride). Product: NC1=C(C(=NC=N1)NCC1CCN(CC1)C(C=C)=O)C1=C(C(=C(C=C1)OC1=CC=CC=C1)F)F (1-(4-(((6-amino-5-(2,3-difluoro-4-phenoxyphenyl)pyrimidin-4-yl)amino)methyl)piperidin-1-yl)prop-2-en-1-one). Reaction SMILES: Cl[C:2]1[C:3]([NH2:9])=[N:4][CH:5]=[N:6][C:7]=1Cl.[NH2:10][CH2:11][CH:12]1[CH2:17][CH2:16][N:15]([C:18]([O:20]C(C)(C)C)=O)[CH2:14][CH2:13]1.[F:25][C:26]1[C:31]([F:32])=[C:30]([O:33][C:34]2[CH:39]=[CH:38][CH:37]=[CH:36][CH:35]=2)[CH:29]=[CH:28][C:27]=1B(O)O.[C:43](Cl)(=O)[CH:44]=C>>[NH2:9][C:3]1[N:4]=[CH:5][N:6]=[C:7]([NH:10][CH2:11][CH:12]2[CH2:13][CH2:14][N:15]([C:18](=[O:20])[CH:43]=[CH2:44])[CH2:16][CH2:17]2)[C:2]=1[C:27]1[CH:28]=[CH:29][C:30]([O:33][C:34]2[CH:39]=[CH:38][CH:37]=[CH:36][CH:35]=2)=[C:31]([F:32])[C:26]=1[F:25]. Reported procedure: 1-(4-(((6-amino-5-(2,3-difluoro-4-phenoxyphenyl)pyrimidin-4-yl)amino)methyl)piperidin-1-yl)prop-2-en-1-one was prepared from 5,6-dichloropyrimidin-4-amine, tert-butyl 4-(aminomethyl)piperidine-1-carboxylate, (2,3-difluoro-4-phenoxyphenyl)boronic acid, and acryloyl chloride in four steps according to general scheme 2, using methods I, C, D and G. MS: m/z=466 [M+H]+. 1H-NMR (400 MHz, DMSO-d6) δ 8.36 (s, 1H), 7.47 (t, J=8.0 Hz, 2H), 7.35 (bs, 1H), 7.27-7.05 (m, 5H), 6.79 (dd, 1H), 6.07 (dd, 1H), 5.... The reactants are CCOC(=O)c1[nH]c(C)c(-c2ccccc2C(F)(F)F)c1C, CO, [Na+], [OH-]. The product is Cc1[nH]c(C(=O)O)c(C)c1-c1ccccc1C(F)(F)F. RXN SMILES: [CH2:1]([CH3:2])[O:3][C:4](=[O:5])[c:6]1[nH:7][c:8]([CH3:22])[c:9](-[c:12]2[c:13]([C:18]([F:19])([F:20])[F:21])[cH:14][cH:15][cH:16][cH:17]2)[c:10]1[CH3:11].[CH3:25][OH:26].[Na+:24].[OH-:23]>>[O:3]=[C:4]([OH:5])[c:6]1[nH:7][c:8]([CH3:22])[c:9](-[c:12]2[c:13]([C:18]([F:19])([F:20])[F:21])[cH:14][cH:15][cH:16][cH:17]2)[c:10]1[CH3:11]. Reactants: CCO, COc1ccccc1C#N, Cl, [K+], NO, [OH-]. Yields the product COc1ccccc1C(=N)NO. As a reaction SMILES: [CH3:16][CH2:17][OH:18].[CH3:3][O:4][c:5]1[c:6]([C:7]#[N:8])[cH:9][cH:10][cH:11][cH:12]1.[ClH:13].[K+:2].[NH2:14][OH:15].[OH-:1]>>[OH:1][NH:8][C:7]([c:6]1[c:5]([O:4][CH3:3])[cH:12][cH:11][cH:10][cH:9]1)=[NH:14]. Yield: 55.6%. Product: FC(C=1C=NN(C1C)C1=CC=C(OCCN2CCCCC2)C=C1)F (1-{2-[4-(4-Difluoromethyl-5-methyl-pyrazol-1-yl)-phenoxy]-ethyl}-piperidine). Starting materials: FC(C=1C=NN(C1C)C1=CC=C(C=C1)O)F (4-(4-Difluoromethyl-5-methyl-pyrazol-1-yl)-phenol), Cl.ClCCN1CCCCC1 (1-(2-chloroethyl)piperidine hydrochloride), C(=O)([O-])[O-].[K+].[K+] (K2CO3). Procedure details: A mixture of 4-(4-Difluoromethyl-5-methyl-pyrazol-1-yl)-phenol (30 mg, 0.134 mmol), 1-(2-chloroethyl)piperidine hydrochloride (50 mg, 0.27 mmol), K2CO3 (55 mg, 0.4 mmol), in DMF (1 mL) was stirred at 90° C. for 18 h. After the reaction mixture was quenched with water, the reaction mixture was extracted with CH2Cl2, washed 10% NaOH, and brine, dried over Na2SO4. After concentrated in vacuo, the residue was purified by a column chromatography on silica gel eluting with 20% ethyl acetate/hexane to ... Reaction SMILES: [F:1][CH:2]([F:16])[C:3]1[CH:4]=[N:5][N:6]([C:9]2[CH:14]=[CH:13][C:12]([OH:15])=[CH:11][CH:10]=2)[C:7]=1[CH3:8].Cl.Cl[CH2:19][CH2:20][N:21]1[CH2:26][CH2:25][CH2:24][CH2:23][CH2:22]1.C([O-])([O-])=O.[K+].[K+]>CN(C=O)C>[F:16][CH:2]([F:1])[C:3]1[CH:4]=[N:5][N:6]([C:9]2[CH:14]=[CH:13][C:12]([O:15][CH2:19][CH2:20][N:21]3[CH2:26][CH2:25][CH2:24][CH2:23][CH2:22]3)=[CH:11][CH:10]=2)[C:7]=1[CH3:8] |f:1.2,3.4.5|. Solvent: CN(C)C=O (DMF). Reactants: COC(=O)c1ccc2c(Br)nn(C(C)C)c2c1, CN(C)C=O, OB(O)c1ccccc1Cl, Cl[Cu], CC(=O)[O-], CC(=O)[O-], [Pd+2]. Yields the product COC(=O)c1ccc2c(-c3ccccc3Cl)nn(C(C)C)c2c1. Reaction SMILES: [Br:1][c:2]1[n:3][n:4]([CH:15]([CH3:16])[CH3:17])[c:5]2[cH:6][c:7]([C:11](=[O:12])[O:13][CH3:14])[cH:8][cH:9][c:10]12.[CH3:39][N:40]([CH3:41])[CH:42]=[O:43].[Cl:18][c:19]1[c:20]([B:25]([OH:26])[OH:27])[cH:21][cH:22][cH:23][cH:24]1.[Cl:28][Cu:29].[O-:31][C:32]([CH3:33])=[O:34].[O-:35][C:36]([CH3:37])=[O:38].[Pd+2:30]>>[c:2]1(-[c:20]2[c:19]([Cl:18])[cH:24][cH:23][cH:22][cH:21]2)[n:3][n:4]([CH:15]([CH3:16])[CH3:17])[c:5]2[cH:6][c:7]([C:11](=[O:12])[O:13][CH3:14])[cH:8][cH:9][c:10]12. Reactants: CC1=C(C=NO1)C(=O)Cl (5-methyl-4-isoxazolecarboxylic acid chloride), OC1CCNCC1 (4-hydroxypiperidine). The product is OC1CCN(CC1)C(=O)C=1C=NOC1C (4-Hydroxy-1-(5-methyl-4-isoxazolylcarbonyl)-piperidine). Reaction SMILES: [CH3:1][C:2]1[O:6][N:5]=[CH:4][C:3]=1[C:7](Cl)=[O:8].[OH:10][CH:11]1[CH2:16][CH2:15][NH:14][CH2:13][CH2:12]1>>[OH:10][CH:11]1[CH2:16][CH2:15][N:14]([C:7]([C:3]2[CH:4]=[N:5][O:6][C:2]=2[CH3:1])=[O:8])[CH2:13][CH2:12]1. Reported procedure: of melting point 70.5° to 72.5° C., prepared from 5-methyl-4-isoxazolecarboxylic acid chloride and 4-hydroxypiperidine. Starting materials: C1(=C(C=CC=C1)P(C1=C(C=CC=C1)C)C1=C(C=CC=C1)C)C (tri-o-tolylphosphine), COC([C@H](NC(=O)OC(C)(C)C)CI)=O (N-t-butoxycarbonyl-3-iodo-D-alanine methyl ester), BrC1=NC2=CC(=C(C=C2C=C1CP(=O)(OCC)OCC)C)Cl (2-bromo-7-chloro-3-diethylphosphonomethyl-6-methylquinoline). The reagents and catalysts are Cl[Pd]Cl (PdCl2), [Cu] (copper). Solvent: C1(=CC=CC=C1)C (toluene), CC(=O)N(C)C (dimethylacetamide), C(C)(=O)OCC (ethyl acetate). Conditions: time 3 hour. The product is C(C)(C)(C)OC(=O)N[C@@H](C(=O)OC)CC1=NC2=CC(=C(C=C2C=C1CP(=O)(OCC)OCC)C)Cl (methyl (R)-α-t-butoxycarbonylamino-7-chloro-3-diethylphosphonomethyl-6-methyl-2-quinolinepropionate). The yield is 75.3%. Reaction SMILES: [CH3:1][O:2][C:3](=[O:15])[C@@H:4]([CH2:13]I)[NH:5][C:6]([O:8][C:9]([CH3:12])([CH3:11])[CH3:10])=[O:7].C1(C)C=CC=CC=1P(C1C=CC=CC=1C)C1C=CC=CC=1C.Br[C:39]1[C:48]([CH2:49][P:50]([O:55][CH2:56][CH3:57])([O:52][CH2:53][CH3:54])=[O:51])=[CH:47][C:46]2[C:41](=[CH:42][C:43]([Cl:59])=[C:44]([CH3:58])[CH:45]=2)[N:40]=1>C1(C)C=CC=CC=1.CC(N(C)C)=O.C(OCC)(=O)C.[Cu].Cl[Pd]Cl>[C:9]([O:8][C:6]([NH:5][C@H:4]([CH2:13][C:39]1[C:48]([CH2:49][P:50]([O:52][CH2:53][CH3:54])([O:55][CH2:56][CH3:57])=[O:51])=[CH:47][C:46]2[C:41](=[CH:42][C:43]([Cl:59])=[C:44]([CH3:58])[CH:45]=2)[N:40]=1)[C:3]([O:2][CH3:1])=[O:15])=[O:7])([CH3:12])([CH3:11])[CH3:10]. Procedure details: A solution of N-t-butoxycarbonyl-3-iodo-D-alanine methyl ester (0.81 g, 2.46 mmol) in dry toluene (12 ml) and dry dimethylacetamide (0.8 ml) was added to a nitrogen purged flask charged with zink-copper couple (0.32 g, 4.92 mmol). The mixture was treated in an ultrasonic bath for 1 h until no starting material remained (as judged by TLC). A mixture of PdCl2 (23 mg, 0.13 mmol) and tri-o-tolylphosphine (79 mg, 0.26 mmol) was added followed by 2-bromo-7-chloro-3-diethylphosphonomethyl-6-methylquino... The reactants are ClC1=CC(=C(C=C1O)N1C(=NC(=CC1=O)C(F)(F)F)OC)F (1-(4-chloro-2-fluoro-5-hydroxyphenyl)-2-methoxy-4-trifluoro methyl-6(1H)-pyrimidinone), C(C#C)Br (propargyl bromide), C([O-])([O-])=O.[K+].[K+] (potassium carbonate). The solvent is CC(=O)C (acetone). Product: ClC1=CC(=C(C=C1OCC#C)N1C(=NC(=CC1=O)C(F)(F)F)OC)F (1-(4-chloro-2-fluoro-5-propargyloxyphenyl)-2-methoxy-4-trifluoromethyl-6(1H)-pyrimidinone). As a reaction SMILES: [Cl:1][C:2]1[C:7]([OH:8])=[CH:6][C:5]([N:9]2[C:14](=[O:15])[CH:13]=[C:12]([C:16]([F:19])([F:18])[F:17])[N:11]=[C:10]2[O:20][CH3:21])=[C:4]([F:22])[CH:3]=1.[CH2:23](Br)[C:24]#[CH:25].C(=O)([O-])[O-].[K+].[K+]>CC(C)=O>[Cl:1][C:2]1[C:7]([O:8][CH2:25][C:24]#[CH:23])=[CH:6][C:5]([N:9]2[C:14](=[O:15])[CH:13]=[C:12]([C:16]([F:18])([F:17])[F:19])[N:11]=[C:10]2[O:20][CH3:21])=[C:4]([F:22])[CH:3]=1 |f:2.3.4|. Procedure: A mixture of 2.0 g of 1-(4-chloro-2-fluoro-5-hydroxyphenyl)-2-methoxy-4-trifluoro methyl-6(1H)-pyrimidinone, 1.06 g of propargyl bromide and 1.64 g of potassium carbonate in 5.0 ml of anhydrous acetone is heated at boiling point for 2.5 hours while stirring. The insoluble constituents are subsequently filtered off under suction and the filtrate is evaporated to dryness under reduced pressure. The residue is dissolved in 100 ml of ethyl acetate and the solution is extracted three times with 50 ml... Starting materials: ClC1=C(C=CC(=C1)Cl)C1N(C(C2=CC=CC=C2C1C(=O)NOCC1=NN(C=N1)C(C1=CC=CC=C1)(C1=CC=CC=C1)C1=CC=CC=C1)=O)C1C(CCCC1)NS(=O)(=O)C ((3RS,4RS)-3-(2,4-dichlorophenyl)-2-{(1SR,2SR)-2-[(methylsulfonyl)amino]cyclohexyl}-1-oxo-N-[(1-trityl-1H-1,2,4-triazol-3-yl)methoxy]-1,2,3,4-tetrahydroisoquinoline-4-carboxamide), Cl (hydrochloric acid), C(O)([O-])=O.[Na+] (sodium hydrogen carbonate). The solvent is CO (methanol). Reaction conditions: time 4 hour. Yields the product ClC1=C(C=CC(=C1)Cl)C1N(C(C2=CC=CC=C2C1C(=O)NOCC1=NNC=N1)=O)C1C(CCCC1)NS(=O)(=O)C ((3RS,4RS)-3-(2,4-dichlorophenyl)-2-{(1SR,2SR)-2-[(methylsulfonyl)amino]cyclohexyl}-1-oxo-N-(1H-1,2,4-triazol-3-ylmethoxy)-1,2,3,4-tetrahydroisoquinoline-4-carboxamide). Isolated yield 78.9%. RXN SMILES: [Cl:1][C:2]1[CH:7]=[C:6]([Cl:8])[CH:5]=[CH:4][C:3]=1[CH:9]1[CH:18]([C:19]([NH:21][O:22][CH2:23][C:24]2[N:28]=[CH:27][N:26](C(C3C=CC=CC=3)(C3C=CC=CC=3)C3C=CC=CC=3)[N:25]=2)=[O:20])[C:17]2[C:12](=[CH:13][CH:14]=[CH:15][CH:16]=2)[C:11](=[O:48])[N:10]1[CH:49]1[CH2:54][CH2:53][CH2:52][CH2:51][CH:50]1[NH:55][S:56]([CH3:59])(=[O:58])=[O:57].Cl.C(=O)([O-])O.[Na+]>CO>[Cl:1][C:2]1[CH:7]=[C:6]([Cl:8])[CH:5]=[CH:4][C:3]=1[CH:9]1[CH:18]([C:19]([NH:21][O:22][CH2:23][C:24]2[N:28]=[CH:27][NH:26][N:25]=2)=[O:20])[C:17]2[C:12](=[CH:13][CH:14]=[CH:15][CH:16]=2)[C:11](=[O:48])[N:10]1[CH:49]1[CH2:54][CH2:53][CH2:52][CH2:51][CH:50]1[NH:55][S:56]([CH3:59])(=[O:58])=[O:57] |f:2.3|. Reported procedure: To a solution of 500 mg of (3RS,4RS)-3-(2,4-dichlorophenyl)-2-{(1SR,2SR)-2-[(methylsulfonyl)amino]cyclohexyl}-1-oxo-N-[(1-trityl-1H-1,2,4-triazol-3-yl)methoxy]-1,2,3,4-tetrahydroisoquinoline-4-carboxamide in 7.5 ml of methanol was added dropwise 0.25 ml of concentrated hydrochloric acid under ice-cooling, followed by stirring at room temperature for 4 hours. To the reaction solution was added a saturated aqueous sodium hydrogen carbonate solution, followed by extraction with chloroform. The orga...